From a dataset of the Open Reaction Database (ORD), a public repository of structured organic reaction records. describe an organic reaction: reactants, conditions, products, and yield The reactants are Cl (HCl), CC(C(=O)O)C(N1CCN(CCC1)C=1C(=CC=C2C=CC=NC12)OC)C1=NN(C=C1)C(C)C ((±)-methyl 3-(1-isopropyl-1H-pyrazol-3-yl)-3-[4-(7-methoxyquinolin-8-yl)-1,4-diazepan-1-yl]propanoic acid), C1CCOC1 (THF), [OH-].[Na+] (NaOH). Run in CO (MeOH). Run at temperature 40 celsius, time 18 hour. Yields the product C(C)(C)N1N=C(C=C1)C(CC(=O)O)N1CCN(CCC1)C=1C(=CC=C2C=CC=NC12)OC ((±)-3-(1-Isopropyl-1H-pyrazol-3-yl)-3-[4-(7-methoxyquinolin-8-yl)-1,4-diazepan-1-yl]propanoic Acid). Yield: 82.3%. As a reaction SMILES: C[CH:2]([CH:6]([C:26]1[CH:30]=[CH:29][N:28]([CH:31]([CH3:33])[CH3:32])[N:27]=1)[N:7]1[CH2:13][CH2:12][CH2:11][N:10]([C:14]2[C:15]([O:24][CH3:25])=[CH:16][CH:17]=[C:18]3[C:23]=2[N:22]=[CH:21][CH:20]=[CH:19]3)[CH2:9][CH2:8]1)[C:3]([OH:5])=[O:4].C1COCC1.[OH-].[Na+].Cl>CO>[CH:31]([N:28]1[CH:29]=[CH:30][C:26]([CH:6]([N:7]2[CH2:13][CH2:12][CH2:11][N:10]([C:14]3[C:15]([O:24][CH3:25])=[CH:16][CH:17]=[C:18]4[C:23]=3[N:22]=[CH:21][CH:20]=[CH:19]4)[CH2:9][CH2:8]2)[CH2:2][C:3]([OH:5])=[O:4])=[N:27]1)([CH3:32])[CH3:33] |f:2.3|. Procedure details: A 35 mL scintillation vial equipped with a magnetic stirrer was charged with (±)-methyl 3-(1-isopropyl-1H-pyrazol-3-yl)-3-[4-(7-methoxyquinolin-8-yl)-1,4-diazepan-1-yl]propanoic acid (450 mg, 1.0 mmol), THF (5 mL), MeOH (5 mL) and 1 N NaOH solution (6 mL, 6.0 mmol). The resulting suspension was stirred at 40° C. overnight (18 h). 2 N HCl (ca. 3 mL) was added to bring the pH to 7 and the mixture extracted with 10% MeOH in CH2Cl2 containing 0.5% aqueous NH4OH (3×50 mL). The combined organic layer ... Starting materials: Cc1ccc(F)cc1F, O=C1CCC(=O)N1I, O=C(O)C(F)(F)F. The product is Cc1cc(I)c(F)cc1F. As a reaction SMILES: [F:1][c:2]1[c:3]([CH3:9])[cH:4][cH:5][c:6]([F:8])[cH:7]1.[I:10][N:11]1[C:12](=[O:13])[CH2:14][CH2:15][C:16]1=[O:17].[OH:18][C:19]([C:20]([F:21])([F:22])[F:23])=[O:24]>>[F:1][c:2]1[c:3]([CH3:9])[cH:4][c:5]([I:10])[c:6]([F:8])[cH:7]1. The reactants are C, Cc1ccccc1, Clc1ccc(C2=CCC(CCC3CCC4(CC3)OCCO4)CC2)cc1, [H][H], [Pd]. Yields the product Clc1ccc(C2CCC(CCC3CCC4(CC3)OCCO4)CC2)cc1. Reaction SMILES: [C:35].[CH3:28][c:29]1[cH:30][cH:31][cH:32][cH:33][cH:34]1.[Cl:1][c:2]1[cH:3][cH:4][c:5]([C:8]2=[CH:9][CH2:10][CH:11]([CH2:14][CH2:15][CH:16]3[CH2:17][CH2:18][C:19]4([O:20][CH2:21][CH2:22][O:23]4)[CH2:24][CH2:25]3)[CH2:12][CH2:13]2)[cH:6][cH:7]1.[H:26][H:27].[Pd:36]>>[Cl:1][c:2]1[cH:3][cH:4][c:5]([CH:8]2[CH2:9][CH2:10][CH:11]([CH2:14][CH2:15][CH:16]3[CH2:17][CH2:18][C:19]4([O:20][CH2:21][CH2:22][O:23]4)[CH2:24][CH2:25]3)[CH2:12][CH2:13]2)[cH:6][cH:7]1. Reactants: Cc1nc(Br)[nH]c1C(=O)OC(C)C, CS(=O)(=O)Cl, [H-], [Na+], C1CCOC1. The product is Cc1nc(Br)n(S(C)(=O)=O)c1C(=O)OC(C)C. RXN SMILES: [Br:3][c:4]1[nH:5][c:6]([C:10](=[O:11])[O:12][CH:13]([CH3:14])[CH3:15])[c:7]([CH3:9])[n:8]1.[CH3:16][S:17]([Cl:18])(=[O:19])=[O:20].[H-:1].[Na+:2].[O:21]1[CH2:22][CH2:23][CH2:24][CH2:25]1>>[Br:3][c:4]1[n:5]([S:17]([CH3:16])(=[O:19])=[O:20])[c:6]([C:10](=[O:11])[O:12][CH:13]([CH3:14])[CH3:15])[c:7]([CH3:9])[n:8]1.